Dataset: the Open Reaction Database (ORD), a public repository of structured organic reaction records. Task: describe an organic reaction: reactants, conditions, products, and yield The reactants are ClCC=1C(=NC(=NC1)C1=CC=C(C=C1)C(F)(F)F)C1CC1 (5-chloromethyl-4-cyclopropyl-2-(4-trifluoromethyl-phenyl)-pyrimidine), COC(COC1=C(C=C(C=C1)NC)C)=O ((2-methyl-4-methylamino-phenoxy)-acetic acid methyl ester), C([O-])([O-])=O.[K+].[K+] (potasium carbonate), [I-].[Na+] (sodium iodide). The solvent is CS(=O)C (DMSO), CCOCC (ether). Conditions: time 20 minute. Yields the product COC(COC1=C(C=C(C=C1)N(C)CC=1C(=NC(=NC1)C1=CC=C(C=C1)C(F)(F)F)C1CC1)C)=O ((4-{[4-cyclopropyl-2-(4-trifluoromethyl-phenyl)-pyrimidin-5-ylmethyl]-methyl-amino}-2-methyl-phenoxy)-acetic acid methyl ester). Isolated yield 64.8%. Reaction SMILES: Cl[CH2:2][C:3]1[C:4]([CH:19]2[CH2:21][CH2:20]2)=[N:5][C:6]([C:9]2[CH:14]=[CH:13][C:12]([C:15]([F:18])([F:17])[F:16])=[CH:11][CH:10]=2)=[N:7][CH:8]=1.[CH3:22][O:23][C:24](=[O:36])[CH2:25][O:26][C:27]1[CH:32]=[CH:31][C:30]([NH:33][CH3:34])=[CH:29][C:28]=1[CH3:35].C(=O)([O-])[O-].[K+].[K+].[I-].[Na+]>CS(C)=O.CCOCC>[CH3:22][O:23][C:24](=[O:36])[CH2:25][O:26][C:27]1[CH:32]=[CH:31][C:30]([N:33]([CH2:2][C:3]2[C:4]([CH:19]3[CH2:21][CH2:20]3)=[N:5][C:6]([C:9]3[CH:14]=[CH:13][C:12]([C:15]([F:18])([F:17])[F:16])=[CH:11][CH:10]=3)=[N:7][CH:8]=2)[CH3:34])=[CH:29][C:28]=1[CH3:35] |f:2.3.4,5.6|. Procedure: To a solution of 400 mg (1.28 mmol) 5-chloromethyl-4-cyclopropyl-2-(4-trifluoromethyl-phenyl)-pyrimidine (example 27F]) and 268 mg (1.28 mmol) of (2-methyl-4-methylamino-phenoxy)-acetic acid methyl ester (example 5F]) in 8 ml of DMSO was added 194 mg (1.41 mmol) potasium carbonate and 192 mg (1.28 mmol) sodium iodide. The reaction mixture was stirred for 20 min at RT. It was then taken up in ether and washed with aqueous 10% KHSO4-solution (10%) and water. The crude product was purified by chrom... Reactants: NC1=CC(=NN1C=1C=C2C=NN(C2=CC1)C(=O)OC(C)(C)C)C(C)(C)C (tert-butyl 5-(5-amino-3-tert-butyl-1H-pyrazol-1-yl)-1H-indazole-1-carboxylate), [OH-].[Na+] (NaOH), ClC(=O)OC(=C)C (isopropenyl chloroformate). The solvent is CCOC(=O)C (EtOAc), CCOC(=O)C (EtOAc). Conditions: time 4 hour. The product is C(C)(C)(C)C1=NN(C(=C1)NC(=O)OC(=C)C)C=1C=C2C=NN(C2=CC1)C(=O)OC(C)(C)C (tert-butyl 5-(3-tert-butyl-5-((prop-1-en-2-yloxy)carbonylamino)-1H-pyrazol-1-yl)-1H-indazole-1-carboxylate). Yield: 87.0%. As a reaction SMILES: [NH2:1][C:2]1[N:6]([C:7]2[CH:8]=[C:9]3[C:13](=[CH:14][CH:15]=2)[N:12]([C:16]([O:18][C:19]([CH3:22])([CH3:21])[CH3:20])=[O:17])[N:11]=[CH:10]3)[N:5]=[C:4]([C:23]([CH3:26])([CH3:25])[CH3:24])[CH:3]=1.[OH-].[Na+].Cl[C:30]([O:32][C:33]([CH3:35])=[CH2:34])=[O:31]>CCOC(C)=O>[C:23]([C:4]1[CH:3]=[C:2]([NH:1][C:30]([O:32][C:33]([CH3:35])=[CH2:34])=[O:31])[N:6]([C:7]2[CH:8]=[C:9]3[C:13](=[CH:14][CH:15]=2)[N:12]([C:16]([O:18][C:19]([CH3:20])([CH3:22])[CH3:21])=[O:17])[N:11]=[CH:10]3)[N:5]=1)([CH3:26])([CH3:25])[CH3:24] |f:1.2|. Procedure: A solution of tert-butyl 5-(5-amino-3-tert-butyl-1H-pyrazol-1-yl)-1H-indazole-1-carboxylate (see WO 2006/071940A2, 0.64 g, 1.80 mmol) in EtOAc (6 mL) was treated with 1M aq NaOH (2.7 mL). To the stirring biphasic reaction mixture at 0° C. was added isopropenyl chloroformate (0.26 mL) dropwise over 1 min. The reaction mixture was stirred for 4 h at RT. The reaction was diluted with EtOAc (20 ml). The organic layer was washed with H2O (2×10 ml), brine (10 ml) dried (MgSO4) and concentrated to affo...